From a dataset of the Open Reaction Database (ORD), a public repository of structured organic reaction records. describe an organic reaction: reactants, conditions, products, and yield Reactants: CC1C(Nc2cnn(CC(=O)NCC3CCN(C(=O)OC(C)(C)C)CC3)c(=O)c2Br)CC2CC1C2(C)C, CCOC(C)=O, Cl, C1COCCO1. The product is CC1C(Nc2cnn(CC(=O)NCC3CCNCC3)c(=O)c2Br)CC2CC1C2(C)C. Reaction SMILES: [Br:1][c:2]1[c:3]([NH:27][CH:28]2[CH:29]([CH3:37])[CH:30]3[C:31]([CH3:35])([CH3:36])[CH:32]([CH2:33]2)[CH2:34]3)[cH:4][n:5][n:6]([CH2:9][C:10](=[O:11])[NH:12][CH2:13][CH:14]2[CH2:15][CH2:16][N:17]([C:20]([O:21][C:22]([CH3:23])([CH3:24])[CH3:25])=[O:26])[CH2:18][CH2:19]2)[c:7]1=[O:8].[CH3:38][CH2:39][O:40][C:41](=[O:42])[CH3:43].[ClH:50].[O:44]1[CH2:45][CH2:46][O:47][CH2:48][CH2:49]1>>[Br:1][c:2]1[c:3]([NH:27][CH:28]2[CH:29]([CH3:37])[CH:30]3[C:31]([CH3:35])([CH3:36])[CH:32]([CH2:33]2)[CH2:34]3)[cH:4][n:5][n:6]([CH2:9][C:10](=[O:11])[NH:12][CH2:13][CH:14]2[CH2:15][CH2:16][NH:17][CH2:18][CH2:19]2)[c:7]1=[O:8].